Task: describe an organic reaction: reactants, conditions, products, and yield. Dataset: the Open Reaction Database (ORD), a public repository of structured organic reaction records Reactants: C(C1=CC=CC=C1)C1=C(NC=C1)CO (3-benzylpyrrolyl methanol), FC=1C=CC2=C(C=C(S2)C(C(=O)O)C(C)C)C1 (2-(5-fluoro-2-benzothienyl)-3-methylbutanoic acid), C1(CCCCC1)N=C=NC1CCCCC1 (N,N'-dicyclohexylcarbodiimide). Reagents/catalysts: CN(C1=CC=NC=C1)C (4-dimethylaminopyridine). The solvent is C(Cl)Cl (methylene chloride), CN(C)C=O (DMF). Reaction conditions: time 2 hour. The product is FC=1C=CC2=C(C=C(S2)C(C(=O)OCC=2NC=CC2CC2=CC=CC=C2)C(C)C)C1 (3-benzylpyrrolylmethyl 2-(5-fluoro-2-benzothienyl)-3-methylbutanoate). Reaction SMILES: [CH2:1]([C:8]1[CH:12]=[CH:11][NH:10][C:9]=1[CH2:13][OH:14])[C:2]1[CH:7]=[CH:6][CH:5]=[CH:4][CH:3]=1.[F:15][C:16]1[CH:17]=[CH:18][C:19]2[S:23][C:22]([CH:24]([CH:28]([CH3:30])[CH3:29])[C:25](O)=[O:26])=[CH:21][C:20]=2[CH:31]=1.C1(N=C=NC2CCCCC2)CCCCC1>CN(C)C1C=CN=CC=1.C(Cl)Cl.CN(C=O)C>[F:15][C:16]1[CH:17]=[CH:18][C:19]2[S:23][C:22]([CH:24]([CH:28]([CH3:29])[CH3:30])[C:25]([O:14][CH2:13][C:9]3[NH:10][CH:11]=[CH:12][C:8]=3[CH2:1][C:2]3[CH:3]=[CH:4][CH:5]=[CH:6][CH:7]=3)=[O:26])=[CH:21][C:20]=2[CH:31]=1. Reported procedure: To a stirred solution of 3-benzylpyrrolyl methanol (1.8 mmol), 2-(5-fluoro-2-benzothienyl)-3-methylbutanoic acid (2.0 mmol) and 4-dimethylaminopyridine (2.0 mmol) in 20 ml of methylene chloride and 2 ml of DMF is added N,N'-dicyclohexylcarbodiimide (2.0 mml). The reaction mixture is stirred, under nitrogen, for about two hours and then filtered and extracted with water. The aqueous phase is extracted with ether. The combined organic phases are washed with saturated aqueous NaHCO3, water and satu... The reactants are IC1=CNC2=C1C(=NC=C2)OC (3-iodo-4-methoxy-1H-pyrrolo[3,2-c]pyridine), [H-].[Na+] (sodium hydride), CC1=CC=C(C=C1)S(=O)(=O)OC1CCOCC1 (Tetrahydro-2H-pyran-4-yl 4-methylbenzenesulfonate). Solvent: CN(C)C=O (DMF). Run at time 1 hour. Product: IC1=CN(C2=C1C(=NC=C2)OC)C2CCOCC2 (3-iodo-4-methoxy-1-(tetrahydro-2H-pyran-4-yl)-1H-pyrrolo[3,2-c]pyridine). Isolated yield 61.2%. RXN SMILES: [I:1][C:2]1[C:6]2[C:7]([O:11][CH3:12])=[N:8][CH:9]=[CH:10][C:5]=2[NH:4][CH:3]=1.[H-].[Na+].CC1C=CC(S(O[CH:26]2[CH2:31][CH2:30][O:29][CH2:28][CH2:27]2)(=O)=O)=CC=1>CN(C=O)C>[I:1][C:2]1[C:6]2[C:7]([O:11][CH3:12])=[N:8][CH:9]=[CH:10][C:5]=2[N:4]([CH:26]2[CH2:31][CH2:30][O:29][CH2:28][CH2:27]2)[CH:3]=1 |f:1.2|. Procedure: To a solution of 3-iodo-4-methoxy-1H-pyrrolo[3,2-c]pyridine (0.150 g) in DMF (10 mL) was added sodium hydride (60% dispersion in mineral oil, 55.0 mg), and the mixture was stirred at room temperature for 1 hr. Tetrahydro-2H-pyran-4-yl 4-methylbenzenesulfonate (0.351 g) was added thereto, and the mixture was stirred overnight at room temperature. The reaction mixture was extracted with water and ethyl acetate, and the organic layer was washed with saturated brine, dried over anhydrous magnesium s... Reactants: CS(=O)(=O)c1ccc(-c2nc(C(F)(F)F)nc(N3CCNCC3)c2-c2ccccc2)cc1, CCN=C=NCCCN(C)C, CCOC(C)=O, CN(C)C=O, On1nnc2ccccc21, O=C(O)c1cccs1. The product is CS(=O)(=O)c1ccc(-c2nc(C(F)(F)F)nc(N3CCN(C(=O)c4cccs4)CC3)c2-c2ccccc2)cc1. Reaction SMILES: [CH3:1][S:2](=[O:3])(=[O:4])[c:5]1[cH:6][cH:7][c:8](-[c:11]2[c:12](-[c:27]3[cH:28][cH:29][cH:30][cH:31][cH:32]3)[c:13]([N:21]3[CH2:22][CH2:23][NH:24][CH2:25][CH2:26]3)[n:14][c:15]([C:17]([F:18])([F:19])[F:20])[n:16]2)[cH:9][cH:10]1.[CH3:41][CH2:42][N:43]=[C:44]=[N:45][CH2:46][CH2:47][CH2:48][N:49]([CH3:50])[CH3:51].[CH3:67][CH2:68][O:69][C:70](=[O:71])[CH3:72].[O:62]=[CH:63][N:64]([CH3:65])[CH3:66].[OH:52][n:53]1[c:54]2[c:55]([cH:56][cH:57][cH:58][cH:59]2)[n:60][n:61]1.[s:33]1[c:34]([C:38](=[O:39])[OH:40])[cH:35][cH:36][cH:37]1>>[CH3:1][S:2](=[O:3])(=[O:4])[c:5]1[cH:6][cH:7][c:8](-[c:11]2[c:12](-[c:27]3[cH:28][cH:29][cH:30][cH:31][cH:32]3)[c:13]([N:21]3[CH2:22][CH2:23][N:24]([C:38]([c:34]4[s:33][cH:37][cH:36][cH:35]4)=[O:39])[CH2:25][CH2:26]3)[n:14][c:15]([C:17]([F:18])([F:19])[F:20])[n:16]2)[cH:9][cH:10]1.